From a dataset of the Open Reaction Database (ORD), a public repository of structured organic reaction records. describe an organic reaction: reactants, conditions, products, and yield Reactants: [Al+3], COC(=O)c1ccc(C(=O)Cl)cc1, [Cl-], [Cl-], [Cl-], ClCCCl, c1cc[se]c1. Yields the product COC(=O)c1ccc(C(=O)c2ccc[se]2)cc1. Reaction SMILES: [Al+3:20].[CH3:6][O:7][C:8](=[O:9])[c:10]1[cH:11][cH:12][c:13]([C:14](=[O:15])[Cl:16])[cH:17][cH:18]1.[Cl-:19].[Cl-:21].[Cl-:22].[Cl:23][CH2:24][CH2:25][Cl:26].[cH:1]1[cH:2][cH:3][se:4][cH:5]1>>[cH:1]1[cH:2][c:3]([C:14]([c:13]2[cH:12][cH:11][c:10]([C:8]([O:7][CH3:6])=[O:9])[cH:18][cH:17]2)=[O:15])[se:4][cH:5]1. The product is CCCn1c(=O)c(-c2ccccc2)c2n(c1=O)CCCS2. The reactants are CCCn1c(=O)c(-c2ccccc2)c(Cl)n(CCCCl)c1=O, [Na+], CN(C)C=O, [SH-]. RXN SMILES: [Cl:3][c:4]1[c:5](-[c:19]2[cH:20][cH:21][cH:22][cH:23][cH:24]2)[c:6](=[O:18])[n:7]([CH2:15][CH2:16][CH3:17])[c:8](=[O:14])[n:9]1[CH2:10][CH2:11][CH2:12][Cl:13].[Na+:2].[O:25]=[CH:26][N:27]([CH3:28])[CH3:29].[SH-:1]>>[S:1]1[c:4]2[c:5](-[c:19]3[cH:20][cH:21][cH:22][cH:23][cH:24]3)[c:6](=[O:18])[n:7]([CH2:15][CH2:16][CH3:17])[c:8](=[O:14])[n:9]2[CH2:10][CH2:11][CH2:12]1. Reactants: CCO, O=C(O)c1ccc(N2CC(F)(F)C2)c(OCC2CC2)n1, NC(=O)C(N)C1CC1. The product is NC(=O)C(NC(=O)c1ccc(N2CC(F)(F)C2)c(OCC2CC2)n1)C1CC1. Reaction SMILES: [CH3:29][CH2:30][OH:31].[CH:1]1([CH2:4][O:5][c:6]2[c:7]([N:15]3[CH2:16][C:17]([F:19])([F:20])[CH2:18]3)[cH:8][cH:9][c:10]([C:12](=[O:13])[OH:14])[n:11]2)[CH2:2][CH2:3]1.[NH2:21][CH:22]([C:23](=[O:24])[NH2:25])[CH:26]1[CH2:27][CH2:28]1>>[CH:1]1([CH2:4][O:5][c:6]2[c:7]([N:15]3[CH2:16][C:17]([F:19])([F:20])[CH2:18]3)[cH:8][cH:9][c:10]([C:12](=[O:14])[NH:21][CH:22]([C:23](=[O:24])[NH2:25])[CH:26]3[CH2:27][CH2:28]3)[n:11]2)[CH2:2][CH2:3]1. The reactants are CS(=O)(=O)c1cccc(C=O)c1, FC(F)(F)c1nnc2ccc(N3CCCNCC3)nn12. Yields the product CS(=O)(=O)c1cccc(CN2CCCN(c3ccc4nnc(C(F)(F)F)n4n3)CC2)c1. RXN SMILES: [CH3:21][S:22](=[O:23])(=[O:24])[c:25]1[cH:26][c:27]([CH:28]=[O:29])[cH:30][cH:31][cH:32]1.[N:1]1([c:8]2[cH:9][cH:10][c:11]3[n:12]([n:13]2)[c:14]([C:17]([F:18])([F:19])[F:20])[n:15][n:16]3)[CH2:2][CH2:3][NH:4][CH2:5][CH2:6][CH2:7]1>>[N:1]1([c:8]2[cH:9][cH:10][c:11]3[n:12]([n:13]2)[c:14]([C:17]([F:18])([F:19])[F:20])[n:15][n:16]3)[CH2:2][CH2:3][N:4]([CH2:28][c:27]2[cH:26][c:25]([S:22]([CH3:21])(=[O:23])=[O:24])[cH:32][cH:31][cH:30]2)[CH2:5][CH2:6][CH2:7]1. Starting materials: C(C)OC(=O)C=1N(N=C(C1)C1=CC=CC=C1)CC(F)(F)F (5-phenyl-2-(2,2,2-trifluoro-ethyl)-2H-pyrazole-3-carboxylic acid ethyl ester), [OH-].[Na+] (sodium hydroxide), Cl (hydrochloric acid). Run in CO (methanol). Reaction conditions: time 8 hour. The product is C1(=CC=CC=C1)C=1C=C(N(N1)CC(F)(F)F)C(=O)O (5-phenyl-2-(2,2,2-trifluoro-ethyl)-2H-pyrazole-3-carboxylic acid). Reaction SMILES: C([O:3][C:4]([C:6]1[N:7]([CH2:17][C:18]([F:21])([F:20])[F:19])[N:8]=[C:9]([C:11]2[CH:16]=[CH:15][CH:14]=[CH:13][CH:12]=2)[CH:10]=1)=[O:5])C.[OH-].[Na+].Cl>CO>[C:11]1([C:9]2[CH:10]=[C:6]([C:4]([OH:5])=[O:3])[N:7]([CH2:17][C:18]([F:19])([F:20])[F:21])[N:8]=2)[CH:12]=[CH:13][CH:14]=[CH:15][CH:16]=1 |f:1.2|. Reported procedure: A mixture of 5-phenyl-2-(2,2,2-trifluoro-ethyl)-2H-pyrazole-3-carboxylic acid ethyl ester (360 mg, 1.21 mmol) and 1N aqueous sodium hydroxide solution (3.6 mL, 3.6 mmol) in methanol (10 mL) was stirred at room temperature overnight. The reaction mixture was acidified to pH˜2 with 1N aqueous hydrochloric acid and concentrated to give 5-phenyl-2-(2,2,2-trifluoro-ethyl)-2H-pyrazole-3-carboxylic acid as an off-white solid, which was directly used in the next step without further purification. LCMS c... Reaction SMILES: [Br:12][c:13]1[cH:14][cH:15][c:16]([NH:19][C:20]([CH:21]([CH3:22])[Cl:23])=[O:24])[n:17][cH:18]1.[CH2:7]1[CH2:8][CH2:9][NH:10][CH2:11]1.[K+:1].[K+:2].[O-:3][C:4]([O-:5])=[O:6].[O:26]=[CH:27][N:28]([CH3:29])[CH3:30].[OH2:25]>>[CH2:7]1[CH2:8][CH2:9][N:10]([CH:21]([C:20]([NH:19][c:16]2[cH:15][cH:14][c:13]([Br:12])[cH:18][n:17]2)=[O:24])[CH3:22])[CH2:11]1. Product: CC(C(=O)Nc1ccc(Br)cn1)N1CCCC1. Starting materials: CC(Cl)C(=O)Nc1ccc(Br)cn1, C1CCNC1, [K+], [K+], O=C([O-])[O-], CN(C)C=O, O. Starting materials: CC=1NC2=C(N1)C=C(C(=C2)C)C (2,5,6-Trimethylbenzimidazole), [H-].[Na+] (sodium hydride), BrCC(=O)OCC (Ethyl 2-bromoacetate). Run in O1CCCC1 (tetrahydrofuran), O1CCCC1 (tetrahydrofuran). Product: CC1=NC2=C(N1CC(=O)OCC)C=C(C(=C2)C)C (ethyl 2-(2,5,6-trimethylbenzimidazol-1-yl)acetate). Isolated yield 93.4%. RXN SMILES: [CH3:1][C:2]1[NH:3][C:4]2[CH:10]=[C:9]([CH3:11])[C:8]([CH3:12])=[CH:7][C:5]=2[N:6]=1.[H-].[Na+].Br[CH2:16][C:17]([O:19][CH2:20][CH3:21])=[O:18]>O1CCCC1>[CH3:1][C:2]1[N:3]([CH2:16][C:17]([O:19][CH2:20][CH3:21])=[O:18])[C:4]2[CH:10]=[C:9]([CH3:11])[C:8]([CH3:12])=[CH:7][C:5]=2[N:6]=1 |f:1.2|. Procedure: 2,5,6-Trimethylbenzimidazole (9.4 g) and sodium hydride (2.1 g, 80% suspension in oil) were sonicated in dry tetrahydrofuran (150 ml) for 1 hour. Ethyl 2-bromoacetate (9.8 g) in dry tetrahydrofuran (50 ml) was added and the reaction sonicated at 40° C. for 2 hours. The reaction was partitioned between ethyl acetate (300 ml) and water (100 ml), the organic phase dried over magnesium sulphate and the solvent removed under reduced pressure to yield ethyl 2-(2,5,6-trimethylbenzimidazol-1-yl)acetate ... Reactants: [Al+3], CC(=O)Nc1ccccc1, CN(C)C=O, [Cl-], [Cl-], [Cl-], Cl, O=C1CCC(=O)O1. Product: CC(=O)Nc1ccc(C(=O)CCC(=O)O)cc1. Reaction SMILES: [Al+3:2].[C:10]([CH3:11])(=[O:12])[NH:13][c:14]1[cH:15][cH:16][cH:17][cH:18][cH:19]1.[CH3:5][N:6]([CH3:7])[CH:8]=[O:9].[Cl-:1].[Cl-:3].[Cl-:4].[ClH:27].[O:20]=[C:21]1[CH2:22][CH2:23][C:24](=[O:25])[O:26]1>>[C:10]([CH3:11])(=[O:12])[NH:13][c:14]1[cH:15][cH:16][c:17]([C:24]([CH2:23][CH2:22][C:21](=[O:20])[OH:26])=[O:25])[cH:18][cH:19]1. The reactants are C1CCOC1, CO, Cl, [Na+], [OH-], CN(CC(F)(F)F)C(=O)NC1CCC(n2nnc3cnc4c(ccn4S(=O)(=O)c4ccccc4)c32)C1. Product: CN(CC(F)(F)F)C(=O)NC1CCC(n2nnc3cnc4[nH]ccc4c32)C1. Reaction SMILES: [CH2:42]1[O:43][CH2:44][CH2:45][CH2:46]1.[CH3:40][OH:41].[ClH:39].[Na+:38].[OH-:37].[c:1]1([S:2](=[O:3])(=[O:4])[n:10]2[c:11]3[n:12][cH:13][c:14]4[n:15][n:16][n:17]([CH:22]5[CH2:23][CH:24]([NH:27][C:28]([N:29]([CH2:30][C:31]([F:32])([F:33])[F:34])[CH3:35])=[O:36])[CH2:25][CH2:26]5)[c:18]4[c:19]3[cH:20][cH:21]2)[cH:5][cH:6][cH:7][cH:8][cH:9]1>>[nH:10]1[c:11]2[n:12][cH:13][c:14]3[n:15][n:16][n:17]([CH:22]4[CH2:23][CH:24]([NH:27][C:28]([N:29]([CH2:30][C:31]([F:32])([F:33])[F:34])[CH3:35])=[O:36])[CH2:25][CH2:26]4)[c:18]3[c:19]2[cH:20][cH:21]1.